From a dataset of the Open Reaction Database (ORD), a public repository of structured organic reaction records. describe an organic reaction: reactants, conditions, products, and yield The reactants are S1C(=CC=C1)CNCC=1NC(C2=C(N1)CCOC2)=O (2-((thiophen-2-ylmethylamino)methyl)-7,8-dihydro-3H-pyrano[4,3-d]pyrimidin-4(5H)-one), FC1=CC=C(C(=O)C2CCN(CC2)CC(=O)O)C=C1 (2-(4-(4-fluorobenzoyl)piperidin-1-yl)acetic acid), C27H29FN4O4S. The product is FC1=CC=C(C(=O)C2CCN(CC2)CC(=O)N(CC=2SC=CC2)CC=2NC(C3=C(N2)CCOC3)=O)C=C1 (2-(4-(4-Fluorobenzoyl)piperidin-1-yl)-N-((4-oxo-4,5,7,8-tetrahydro-3H-pyrano[4,3-d]pyrimidin-2-yl)methyl)-N-(thiophen-2-ylmethyl)acetamide). Yield: 24.5%. RXN SMILES: [S:1]1[CH:5]=[CH:4][CH:3]=[C:2]1[CH2:6][NH:7][CH2:8][C:9]1[NH:10][C:11](=[O:19])[C:12]2[CH2:18][O:17][CH2:16][CH2:15][C:13]=2[N:14]=1.[F:20][C:21]1[CH:38]=[CH:37][C:24]([C:25]([CH:27]2[CH2:32][CH2:31][N:30]([CH2:33][C:34](O)=[O:35])[CH2:29][CH2:28]2)=[O:26])=[CH:23][CH:22]=1>>[F:20][C:21]1[CH:22]=[CH:23][C:24]([C:25]([CH:27]2[CH2:28][CH2:29][N:30]([CH2:33][C:34]([N:7]([CH2:8][C:9]3[NH:10][C:11](=[O:19])[C:12]4[CH2:18][O:17][CH2:16][CH2:15][C:13]=4[N:14]=3)[CH2:6][C:2]3[S:1][CH:5]=[CH:4][CH:3]=3)=[O:35])[CH2:31][CH2:32]2)=[O:26])=[CH:37][CH:38]=1. Reported procedure: The title compound (296 mg) was prepared following the general procedure of Example from 2-((thiophen-2-ylmethylamino)methyl)-7,8-dihydro-3H-pyrano[4,3-d]pyrimidin-4(5H)-one (710 mg, 2.3 mmol) and 2-(4-(4-fluorobenzoyl)piperidin-1-yl)acetic acid (720 mg, 2.7 mmol). 1H NMR (400 MHz, DMSO-d6) δ 11.93 (s, 1H), 8.00 (d, J=8.8, 575 Hz, 2H), 7.38 (d, J=4.4 Hz, 1H), 7.28 (t, J=8.8 Hz, 2H), 7.00 (s, 1H), 6.95 (s, 1H), 4.85 (s, 2H), 4.47 (s, 2H), 4.38 (s, 2H), 3.85 (t, J=5.7 Hz, 2H), 3.18-3.45 (m, 2H), 2... Starting materials: N1=C(C=NC2=CC=CC=C12)C(=O)Cl (2-quinoxaloyl chloride), C1(=CC=CC=C1)[C@@H](CN)C ((S)-2-phenyl-1-propylamine), N1=CC=CC=C1 (pyridine). Solvent: O (water). The product is C1(=CC=CC=C1)[C@@H](CNC(=O)C1=NC2=CC=CC=C2N=C1)C (N-[(S)-2-Phenyl-1-propyl]-2-quinoxalinecarboxamide). Yield: 74.9%. RXN SMILES: [N:1]1[C:10]2[C:5](=[CH:6][CH:7]=[CH:8][CH:9]=2)[N:4]=[CH:3][C:2]=1[C:11](Cl)=[O:12].[C:14]1([C@H:20]([CH3:23])[CH2:21][NH2:22])[CH:19]=[CH:18][CH:17]=[CH:16][CH:15]=1.N1C=CC=CC=1>O>[C:14]1([C@H:20]([CH3:23])[CH2:21][NH:22][C:11]([C:2]2[CH:3]=[N:4][C:5]3[C:10](=[CH:9][CH:8]=[CH:7][CH:6]=3)[N:1]=2)=[O:12])[CH:19]=[CH:18][CH:17]=[CH:16][CH:15]=1. Procedure: Prepared from 2-quinoxaloyl chloride (0.47 g, 2.4 mmol), (S)-2-phenyl-1-propylamine (0.30 g, 2.2 mmol), pyridine (5 mL), and water (50 mL) yielding 0.48 g (74%) of (173): Reactants: O=C([O-])[O-], CN(C)C=O, Cn1c(C(F)(F)F)cc(=O)n(-c2cc(O)c(Cl)cc2F)c1=O, COC(=O)C(C)Oc1cc(Cl)ncn1, [K+], [K+], O. The product is COC(=O)C(C)Oc1cc(Oc2cc(-n3c(=O)cc(C(F)(F)F)n(C)c3=O)c(F)cc2Cl)ncn1. RXN SMILES: [C:37](=[O:38])([O-:39])[O-:40].[CH3:44][N:45]([CH3:46])[CH:47]=[O:48].[Cl:1][c:2]1[c:3]([OH:22])[cH:4][c:5](-[n:9]2[c:10](=[O:21])[n:11]([CH3:20])[c:12]([C:16]([F:17])([F:18])[F:19])[cH:13][c:14]2=[O:15])[c:6]([F:8])[cH:7]1.[Cl:23][c:24]1[n:25][cH:26][n:27][c:28]([O:30][CH:31]([CH3:32])[C:33](=[O:34])[O:35][CH3:36])[cH:29]1.[K+:41].[K+:42].[OH2:43]>>[Cl:1][c:2]1[c:3]([O:22][c:24]2[n:25][cH:26][n:27][c:28]([O:30][CH:31]([CH3:32])[C:33](=[O:34])[O:35][CH3:36])[cH:29]2)[cH:4][c:5](-[n:9]2[c:10](=[O:21])[n:11]([CH3:20])[c:12]([C:16]([F:17])([F:18])[F:19])[cH:13][c:14]2=[O:15])[c:6]([F:8])[cH:7]1. Reactants: NC=1C=NC2=CC(=CC=C2C1NCC(C)(C)NS(=O)(=O)C)OCC1=CC=CC=C1 (N-[2-(3-amino-7-benzyloxyquinolin-4-ylamino)-1,1-dimethylethyl]methanesulfonamide), COCCC(=O)Cl (methoxypropionyl chloride), crude product, NC=1C=NC2=CC(=CC=C2C1NCCCCNC(OC(C)(C)C)=O)OCC1=CC=CC=C1 (tert-butyl {4-[3-amino-7-(benzyloxy)quinolin-4-ylamino]butyl}carbamate), C(C)OCC(=O)Cl (ethoxyacetyl chloride). Solvent: ClCCl (dichloromethane). Product: C(C1=CC=CC=C1)OC=1C=CC=2C3=C(C=NC2C1)N=C(N3CC(C)(C)NS(=O)(=O)C)COCC (N-[2-(7-benzyloxy-2-ethoxymethyl-1H-imidazo[4,5-c]quinolin-1-yl)-1,1-dimethylethyl]methanesulfonamide). RXN SMILES: [NH2:1][C:2]1[CH:3]=[N:4][C:5]2[C:10]([C:11]=1[NH:12][CH2:13][C:14]([NH:17][S:18]([CH3:21])(=[O:20])=[O:19])([CH3:16])[CH3:15])=[CH:9][CH:8]=[C:7]([O:22][CH2:23][C:24]1[CH:29]=[CH:28][CH:27]=[CH:26][CH:25]=1)[CH:6]=2.NC1C=NC2C(C=1NCCCCNC(=O)OC(C)(C)C)=CC=[C:36]([O:54][CH2:55][C:56]1C=CC=CC=1)[CH:35]=2.C(OCC(Cl)=O)C.COCCC(Cl)=O>ClCCl>[CH2:23]([O:22][C:7]1[CH:8]=[CH:9][C:10]2[C:11]3[N:12]([CH2:13][C:14]([NH:17][S:18]([CH3:21])(=[O:19])=[O:20])([CH3:16])[CH3:15])[C:35]([CH2:36][O:54][CH2:55][CH3:56])=[N:1][C:2]=3[CH:3]=[N:4][C:5]=2[CH:6]=1)[C:24]1[CH:25]=[CH:26][CH:27]=[CH:28][CH:29]=1. Reported procedure: A modification of the general method described in Part C of Example 50 was followed using N-[2-(3-amino-7-benzyloxyquinolin-4-ylamino)-1,1-dimethylethyl]methanesulfonamide (12.6 g, 30.4 mmol) in lieu of tert-butyl {4-[3-amino-7-(benzyloxy)quinolin-4-ylamino]butyl}carbamate and ethoxyacetyl chloride (3.33 mL, 30.4 mmol) in lieu of methoxypropionyl chloride. The crude product was dissolved in dichloromethane (300 mL), and the resulting solution was washed with water (2×100 mL) and brine, dried ove... Reactants: C, CO, CN(C)CC1CCN(C(=O)Nc2cc(Oc3ccc([N+](=O)[O-])cc3F)ncn2)CC1, [H][H], C1CCOC1, [Pd]. Product: CN(C)CC1CCN(C(=O)Nc2cc(Oc3ccc(N)cc3F)ncn2)CC1. As a reaction SMILES: [C:38].[CH3:40][OH:41].[F:6][c:7]1[c:8]([O:9][c:10]2[cH:11][c:12]([NH:16][C:17](=[O:18])[N:19]3[CH2:20][CH2:21][CH:22]([CH2:25][N:26]([CH3:27])[CH3:28])[CH2:23][CH2:24]3)[n:13][cH:14][n:15]2)[cH:29][cH:30][c:31]([N+:33]([O-:34])=[O:35])[cH:32]1.[H:36][H:37].[O:1]1[CH2:2][CH2:3][CH2:4][CH2:5]1.[Pd:39]>>[F:6][c:7]1[c:8]([O:9][c:10]2[cH:11][c:12]([NH:16][C:17](=[O:18])[N:19]3[CH2:20][CH2:21][CH:22]([CH2:25][N:26]([CH3:27])[CH3:28])[CH2:23][CH2:24]3)[n:13][cH:14][n:15]2)[cH:29][cH:30][c:31]([NH2:33])[cH:32]1.